From a dataset of the Open Reaction Database (ORD), a public repository of structured organic reaction records. describe an organic reaction: reactants, conditions, products, and yield The reactants are FC=1C=NC(=NC1)N1CC[N+]2(CCCC2)CC1 (8-(5-fluoro-2-pyrimidinyl)-8-aza-5-azoniaspiro[4.5]decane), ClC=1N=C(NC1Cl)C (4,5-dichloro-2-methyl-1H-imidazole), C([O-])([O-])=O.[K+].[K+] (potassium carbonate). Solvent: CN(C=O)C (dimethylformamide). Product: ClC=1N=C(N(C1Cl)CCCCN1CCN(CC1)C1=NC=C(C=N1)F)C (2-{4-[4-(4,5-dichloro-2-methylimidazol-1-yl)butyl]piperazin-1-yl)-5-fluoropyrimidine). The yield is 85.2%. Reaction SMILES: [F:1][C:2]1[CH:3]=[N:4][C:5]([N:8]2[CH2:17][CH2:16][N+:11]3([CH2:15][CH2:14][CH2:13][CH2:12]3)[CH2:10][CH2:9]2)=[N:6][CH:7]=1.[Cl:18][C:19]1[N:20]=[C:21]([CH3:25])[NH:22][C:23]=1[Cl:24].C(=O)([O-])[O-].[K+].[K+]>CN(C)C=O>[Cl:18][C:19]1[N:20]=[C:21]([CH3:25])[N:22]([CH2:12][CH2:13][CH2:14][CH2:15][N:11]2[CH2:10][CH2:9][N:8]([C:5]3[N:6]=[CH:7][C:2]([F:1])=[CH:3][N:4]=3)[CH2:17][CH2:16]2)[C:23]=1[Cl:24] |f:2.3.4|. Procedure: A mixture of 3.17 g (0.01 mol) of 8-(5-fluoro-2-pyrimidinyl)-8-aza-5-azoniaspiro[4.5]decane, 2.26 g (0.015 mol) of 4,5-dichloro-2-methyl-1H-imidazole and 76 g (0.02 mol) of potassium carbonate in 80 ml of dimethylformamide is maintained at reflux for 12 hours. The mixture is subsequently evaporated to dryness and the resulting crude product is redissolved in chloroform and washed repeatedly with water. The organic phase is dried and evaporated, and then the resulting crude product is purified by... Reactants: C1(=CC=CC=C1)C (toluene), NC1=C(C(=O)OC(C)(C)C)C=CC(=C1)Br (tert-butyl 2-amino-4-bromobenzoate), FC1=CC=C(C=C1)I (1-fluoro-4-iodobenzene), C([O-])([O-])=O.[Cs+].[Cs+] (cesium carbonate). The reagents and catalysts are C(C)(=O)[O-].[Pd+2].C(C)(=O)[O-] (palladium acetate), C1(=CC=CC=C1)P(C1=C(C2=CC=CC=C2C=C1)C1=C(C=CC2=CC=CC=C12)P(C1=CC=CC=C1)C1=CC=CC=C1)C1=CC=CC=C1 (rac-2,2′-bis(diphenylphosphino)-1,1′-binaphthyl), C(C)(=O)[O-].[Pd+2].C(C)(=O)[O-] (palladium acetate), C1(=CC=CC=C1)P(C1=C(C2=CC=CC=C2C=C1)C1=C(C=CC2=CC=CC=C12)P(C1=CC=CC=C1)C1=CC=CC=C1)C1=CC=CC=C1 (rac-2,2′-bis(diphenylphosphino)-1,1′-binaphthyl). Run in O (water). Yields the product BrC1=CC(=C(C(=O)OC(C)(C)C)C=C1)NC1=CC=C(C=C1)F (tert-butyl 4-bromo-2-(4-fluoroanilino)benzoate). As a reaction SMILES: C1(C)C=CC=CC=1.[NH2:8][C:9]1[CH:21]=[C:20]([Br:22])[CH:19]=[CH:18][C:10]=1[C:11]([O:13][C:14]([CH3:17])([CH3:16])[CH3:15])=[O:12].[F:23][C:24]1[CH:29]=[CH:28][C:27](I)=[CH:26][CH:25]=1.C(=O)([O-])[O-].[Cs+].[Cs+]>C([O-])(=O)C.[Pd+2].C([O-])(=O)C.C1(P(C2C=CC=CC=2)C2C=CC3C(=CC=CC=3)C=2C2C3C(=CC=CC=3)C=CC=2P(C2C=CC=CC=2)C2C=CC=CC=2)C=CC=CC=1.O>[Br:22][C:20]1[CH:19]=[CH:18][C:10]([C:11]([O:13][C:14]([CH3:17])([CH3:15])[CH3:16])=[O:12])=[C:9]([NH:8][C:27]2[CH:28]=[CH:29][C:24]([F:23])=[CH:25][CH:26]=2)[CH:21]=1 |f:3.4.5,6.7.8|. Procedure details: To toluene 15 mL solution of tert-butyl 2-amino-4-bromobenzoate 1.0 g were added 1-fluoro-4-iodobenzene 0.85 mL, cesium carbonate 3.6 g, palladium acetate 8 mg and rac-2,2′-bis(diphenylphosphino)-1,1′-binaphthyl 23 mg at room temperature, and it was heated and refluxed under nitrogen atmosphere for 6 hours. After the reaction mixture was cooled to room temperature, palladium acetate 8 mg and rac-2,2′-bis(diphenylphosphino)-1,1′-binaphthyl 23 mg were added to it, it was heated and refluxed under ... The reactants are CC(C)(C)OC(=O)N1CCC(COc2cc(Br)ncc2[N+](=O)[O-])CC1, CC(C)(C)[O-], N#Cc1cnc(N)cn1, [Na+], CC(=O)[O-], CC(=O)[O-], [Pd+2]. Product: CC(C)(C)OC(=O)N1CCC(COc2cc(Nc3cnc(C#N)cn3)ncc2[N+](=O)[O-])CC1. As a reaction SMILES: [Br:16][c:17]1[n:18][cH:19][c:20]([N+:38](=[O:39])[O-:40])[c:21]([O:23][CH2:24][CH:25]2[CH2:26][CH2:27][N:28]([C:31](=[O:32])[O:33][C:34]([CH3:35])([CH3:36])[CH3:37])[CH2:29][CH2:30]2)[cH:22]1.[CH3:10][C:11]([CH3:12])([O-:13])[CH3:14].[NH2:1][c:2]1[n:3][cH:4][c:5]([C:8]#[N:9])[n:6][cH:7]1.[Na+:15].[O-:42][C:43]([CH3:44])=[O:45].[O-:46][C:47]([CH3:48])=[O:49].[Pd+2:41]>>[NH:1]([c:2]1[n:3][cH:4][c:5]([C:8]#[N:9])[n:6][cH:7]1)[c:17]1[n:18][cH:19][c:20]([N+:38](=[O:39])[O-:40])[c:21]([O:23][CH2:24][CH:25]2[CH2:26][CH2:27][N:28]([C:31](=[O:32])[O:33][C:34]([CH3:35])([CH3:36])[CH3:37])[CH2:29][CH2:30]2)[cH:22]1.